From a dataset of the Open Reaction Database (ORD), a public repository of structured organic reaction records. describe an organic reaction: reactants, conditions, products, and yield The reactants are [Rh] (Rhodium), S(O)(O)(=O)=O (sulfuric acid). Product: S(=O)(=O)([O-])[O-].[Rh+3].S(=O)(=O)([O-])[O-].S(=O)(=O)([O-])[O-].[Rh+3] (rhodium sulfate). Reaction SMILES: [Rh:1].[S:2](=[O:6])(=[O:5])([OH:4])[OH:3]>>[S:2]([O-:6])([O-:5])(=[O:4])=[O:3].[Rh+3:1].[S:2]([O-:6])([O-:5])(=[O:4])=[O:3].[S:2]([O-:6])([O-:5])(=[O:4])=[O:3].[Rh+3:1] |f:2.3.4.5.6|. Procedure details: The technique for preparing this rhodium sulfate complex is described by the flow chart of FIG. 3. Rhodium is refluxed in sulfuric acid as shown to produce a rhodium sulfate concentrate. The rhodium sulfate is then neutralized with a mild base, in this case, ammonium hydroxide, by the two procedures shown in the figure. The first, Process A, is the conventional hydrolysis in which the acid and base are simply combined, with both reagents typically at room temperature. The neutralization reaction... As a reaction SMILES: [CH2:31]([N+:32]([CH2:33][CH3:34])([CH2:35][CH3:36])[CH2:37][CH3:38])[c:39]1[cH:40][cH:41][cH:42][cH:43][cH:44]1.[CH3:17][O:18][c:19]1[cH:20][cH:21][c:22]([B:25]([OH:26])[OH:27])[cH:23][cH:24]1.[Cl-:30].[F-:28].[F:1][C:2]([F:3])([F:4])[S:5]([O:6][C:7]1=[CH:11][C:10](=[O:12])[O:9][C:8]1([CH3:13])[CH3:14])(=[O:15])=[O:16].[K+:29].[OH2:86].[Pd:45]([Cl:46])[Cl:47].[c:48]1([P:49]([c:50]2[cH:51][cH:52][cH:53][cH:54][cH:55]2)[c:56]2[cH:57][cH:58][cH:59][cH:60][cH:61]2)[cH:62][cH:63][cH:64][cH:65][cH:66]1.[c:67]1([P:68]([c:69]2[cH:70][cH:71][cH:72][cH:73][cH:74]2)[c:75]2[cH:76][cH:77][cH:78][cH:79][cH:80]2)[cH:81][cH:82][cH:83][cH:84][cH:85]1.[c:87]1([CH3:88])[cH:89][cH:90][cH:91][cH:92][cH:93]1>>[C:7]1([c:22]2[cH:21][cH:20][c:19]([O:18][CH3:17])[cH:24][cH:23]2)=[CH:11][C:10](=[O:12])[O:9][C:8]1([CH3:13])[CH3:14]. The product is COc1ccc(C2=CC(=O)OC2(C)C)cc1. The reactants are CC[N+](CC)(CC)Cc1ccccc1, COc1ccc(B(O)O)cc1, [Cl-], [F-], CC1(C)OC(=O)C=C1OS(=O)(=O)C(F)(F)F, [K+], O, Cl[Pd]Cl, c1ccc(P(c2ccccc2)c2ccccc2)cc1, c1ccc(P(c2ccccc2)c2ccccc2)cc1, Cc1ccccc1. The reactants are C(=O)[C@H]1[C@H](CC(N1C)=O)C1=CC=CC=C1 ((±)-(4R*,5R*)-5-formyl-1-methyl-4-phenylpyrrolidin-2-one), Intermediate V, alcohol, O[C@@H]([C@H]1[C@H](CC(N1C)=O)C1=CC=C(C=C1)I)C=1SC(=CC1)C1=CC=CC=C1 ((±)-(4R*,5R*)-5-[(1S*)hydroxy(5-phenyl(2-thienyl))methyl]-4-(4-iodophenyl)-1-methylpyrrolidin-2-one), C(C)[BH-](CC)CC.[Li+] (lithium triethylborohydride), ClC=1C=C(OC[C@H]2[C@H](CC(N2C)=O)C2=CC=CC=C2)C=CC1 ((±)-(4R*,5R*)-5-[(3-chlorophenoxy)methyl]-1-methyl-4-phenylpyrrolidin-2-one), aldehyde, C1(=CC=CC=C1)C=1SC=CC1 (2-phenylthiophene), [Li]CCCC (n-BuLi). The reagents and catalysts are CC(=O)O.CC(=O)O.[Pd] (Pd(OAC)2). Run in CCO (EtOH), CCN(CC)CC (Et3N). Yields the product O[C@@H]([C@H]1[C@H](CC(N1C)=O)C1=CC=C(C=C1)C(=O)OCC)C=1SC(=CC1)C1=CC=CC=C1 ((±)-(4R*,5R*)-5-[(1S*)hydroxy(5-phenyl(2-thienyl))methyl]-4-(4-(ethoxycarbonyl)phenyl)-1-methyl-pyrrolidin-2-one). Isolated yield 67.0%. Reaction SMILES: C([BH-](CC)CC)C.[Li+].ClC1[CH:11]=[C:12](C=CC=1)[O:13][CH2:14][C@@H]1N(C)C(=O)C[C@@H]1C1C=CC=CC=1.C([C@@H]1N(C)C(=O)C[C@@H]1C1C=CC=CC=1)=[O:32].C1(C2SC=CC=2)C=CC=CC=1.[Li]CCCC.[OH:62][C@H:63]([C:78]1[S:79][C:80]([C:83]2[CH:88]=[CH:87][CH:86]=[CH:85][CH:84]=2)=[CH:81][CH:82]=1)[C@@H:64]1[N:68]([CH3:69])[C:67](=[O:70])[CH2:66][C@@H:65]1[C:71]1[CH:76]=[CH:75][C:74](I)=[CH:73][CH:72]=1>CCO.CC(O)=O.CC(O)=O.[Pd].CCN(CC)CC>[OH:62][C@H:63]([C:78]1[S:79][C:80]([C:83]2[CH:88]=[CH:87][CH:86]=[CH:85][CH:84]=2)=[CH:81][CH:82]=1)[C@@H:64]1[N:68]([CH3:69])[C:67](=[O:70])[CH2:66][C@@H:65]1[C:71]1[CH:76]=[CH:75][C:74]([C:14]([O:13][CH2:12][CH3:11])=[O:32])=[CH:73][CH:72]=1 |f:0.1,8.9.10|. Procedure details: Intermediate V was reduced with lithium triethylborohydride using the method described as Method 2 in the preparation of Intermediate T. The resulting alcohol was then subjected to Swern oxidation using the procedure described as Method I in the preparation of Intermediate Z, followed by a reaction of the resulting aldehyde with 2-phenylthiophene and n-BuLi in a manner analogous to that of Example 3a. The resulting compound, (±)-(4R*,5R*)-5-[(1S*)hydroxy(5-phenyl(2-thienyl))methyl]-4-(4-iodophen... Yields the product N1=C(NC2=C1C=CC=C2)SCC=2C=CC=C1C(CCN(C21)CC)=C (8-(2-benzimidazolyl)thiomethyl-1-ethyl-4-methylene-1,2,3,4-tetrahydroquinoline). Reaction conditions: temperature -40 celsius. Solvent: O1CCCC1 (tetrahydrofuran), O1CCCC1 (tetrahydrofuran). The reactants are N1=C(NC2=C1C=CC=C2)SCC=2C=CC=C1C(CCN(C21)CC)=O (8-(2-benzimidazolyl)thiomethyl-1-ethyl-4-oxo-1,2,3,4-tetrahydroquinoline), C(CCC)[Li] (n-butyllithium), O (Water). RXN SMILES: [CH2:1]([Li])CCC.[N:6]1[C:10]2[CH:11]=[CH:12][CH:13]=[CH:14][C:9]=2[NH:8][C:7]=1[S:15][CH2:16][C:17]1[CH:18]=[CH:19][CH:20]=[C:21]2[C:26]=1[N:25]([CH2:27][CH3:28])[CH2:24][CH2:23][C:22]2=O.O>[Br-].C[P+](C1C=CC=CC=1)(C1C=CC=CC=1)C1C=CC=CC=1.O1CCCC1>[N:6]1[C:10]2[CH:11]=[CH:12][CH:13]=[CH:14][C:9]=2[NH:8][C:7]=1[S:15][CH2:16][C:17]1[CH:18]=[CH:19][CH:20]=[C:21]2[C:26]=1[N:25]([CH2:27][CH3:28])[CH2:24][CH2:23][C:22]2=[CH2:1] |f:3.4|. Procedure details: To a suspension of methyl triphenylphosphonium bromide (2.65 g)in tetrahydrofuran (50 ml) was added dropwise n-butyllithium (2.2 ml) in a nitrogen flow with stirring at -40° C. After raising the temperature to -20° C., a solution of 8-(2-benzimidazolyl)thiomethyl-1-ethyl-4-oxo-1,2,3,4-tetrahydroquinoline (500 mg) in tetrahydrofuran (5 ml) was added dropwise. The temperature was raised gradually to room temperature, and the mixture was stirred for 3 hours. Water was added to the reaction mixture,... The reagents and catalysts are [Br-].C[P+](C1=CC=CC=C1)(C1=CC=CC=C1)C1=CC=CC=C1 (methyl triphenylphosphonium bromide). Reactants: CN1CC2CNCC2C1, CCO, Cc1scc2c1N(C(=O)Cl)c1ccccc1NC2=O. Yields the product Cc1scc2c1N(C(=O)N1CC3CN(C)CC3C1)c1ccccc1NC2=O. Reaction SMILES: [CH3:20][N:21]1[CH2:22][CH:23]2[CH2:24][NH:25][CH2:26][CH:27]2[CH2:28]1.[CH3:29][CH2:30][OH:31].[Cl:1][C:2](=[O:3])[N:4]1[c:5]2[c:6]([cH:16][s:17][c:18]2[CH3:19])[C:7](=[O:15])[NH:8][c:9]2[c:10]1[cH:11][cH:12][cH:13][cH:14]2>>[C:2](=[O:3])([N:4]1[c:5]2[c:6]([cH:16][s:17][c:18]2[CH3:19])[C:7](=[O:15])[NH:8][c:9]2[c:10]1[cH:11][cH:12][cH:13][cH:14]2)[N:25]1[CH2:24][CH:23]2[CH2:22][N:21]([CH3:20])[CH2:28][CH:27]2[CH2:26]1. The product is Cc1ccnc(NC(=O)C2=C(O)c3c(c4ccccc4n3C)S(=O)(=O)N2C)c1. The reactants are COC(=O)C1=C(O)c2c(c3ccccc3n2C)S(=O)(=O)N1C, Cc1ccnc(N)c1. RXN SMILES: [CH3:1][N:2]1[S:3](=[O:21])(=[O:22])[c:4]2[c:5]([n:6]([CH3:13])[c:7]3[cH:8][cH:9][cH:10][cH:11][c:12]23)[C:14]([OH:20])=[C:15]1[C:16]([O:18][CH3:17])=[O:19].[NH2:23][c:24]1[n:25][cH:26][cH:27][c:28]([CH3:30])[cH:29]1>>[CH3:1][N:2]1[S:3](=[O:21])(=[O:22])[c:4]2[c:5]([n:6]([CH3:13])[c:7]3[cH:8][cH:9][cH:10][cH:11][c:12]23)[C:14]([OH:20])=[C:15]1[C:16](=[O:18])[NH:23][c:24]1[n:25][cH:26][cH:27][c:28]([CH3:30])[cH:29]1.